From a dataset of the Open Reaction Database (ORD), a public repository of structured organic reaction records. describe an organic reaction: reactants, conditions, products, and yield Starting materials: N([C@@H](CC1=CC=C(C=C1)O)C(=O)N[C@@H](CO)C(=O)N[C@@H](CC(C)C)C(=O)N[C@@H](CO)C(=O)NN)C(=O)OCC1=CC=CC=C1 (Z-Tyr-Ser-Leu-Ser-NHNH2), N[C@@H]([C@H](O)C)C(=O)N[C@@H](CC(N)=O)C(=O)N[C@@H](CC(C)C)C(=O)N[C@@H](CCC(N)=O)C(=O)N[C@@H](CCC(O)=O)C(=O)N[C@@H](CO)C(=O)N[C@@H](CC(C)C)C(=O)N[C@@H](CCCNC(N)=N)C(=O)N[C@@H](CO)C(=O)N[C@@H](CCCCNS(=O)(=O)C1=CC=C(C)C=C1)C(=O)N[C@@H](CCC(O)=O)C(=O)O (H-Thr-Asn-Leu-Gln-Glu-Ser-Leu-Arg-Ser-Lys(Tos)-Glu-OH), N(=O)OCCC(C)C (isoamyl nitrite), N([C@@H](CC1=CC=C(C=C1)O)C(=O)N[C@@H](CO)C(=O)N[C@@H](CC(C)C)C(=O)N[C@@H](CO)C(=O)NN)C(=O)OCC1=CC=CC=C1 (Z-Tyr-Ser-Leu-Ser-NHNH2), [N-]=[N+]=[N-] (azide), [N-]=[N+]=[N-] (azide). Run in CN(C=O)C (dimethylformamide), O1CCOCC1 (dioxane), CN(C=O)C (dimethylformamide), CN(C=O)C (dimethylformamide), C(C)N(CC)CC (triethylamine), CN(C=O)C (dimethylformamide), CN(C=O)C (dimethylformamide), C(C)N(CC)CC (triethylamine), NN (hydrazine), CN(C=O)C (dimethylformamide). Conditions: temperature -15 celsius. Product: N([C@@H](CC1=CC=C(C=C1)O)C(=O)N[C@@H](CO)C(=O)N[C@@H](CC(C)C)C(=O)N[C@@H](CO)C(=O)N[C@@H]([C@H](O)C)C(=O)N[C@@H](CC(N)=O)C(=O)N[C@@H](CC(C)C)C(=O)N[C@@H](CCC(N)=O)C(=O)N[C@@H](CCC(O)=O)C(=O)N[C@@H](CO)C(=O)N[C@@H](CC(C)C)C(=O)N[C@@H](CCCNC(N)=N)C(=O)N[C@@H](CO)C(=O)N[C@@H](CCCCNS(=O)(=O)C1=CC=C(C)C=C1)C(=O)N[C@@H](CCC(O)=O)C(=O)O)C(=O)OCC1=CC=CC=C1 (Z-Tyr-Ser-Leu-Ser-Thr-Asn-Leu-Gln-Glu-Ser-Leu-Arg-Ser-Lys(Tos)-Glu-OH). RXN SMILES: [NH:1]([C:35]([O:37][CH2:38][C:39]1[CH:44]=[CH:43][CH:42]=[CH:41][CH:40]=1)=[O:36])[C@H:2]([C:11]([NH:13][C@H:14]([C:17]([NH:19][C@H:20]([C:25]([NH:27][C@H:28]([C:31]([NH:33]N)=[O:32])[CH2:29][OH:30])=[O:26])[CH2:21][CH:22]([CH3:24])[CH3:23])=[O:18])[CH2:15][OH:16])=[O:12])[CH2:3][C:4]1[CH:9]=[CH:8][C:7]([OH:10])=[CH:6][CH:5]=1.N(OCCC(C)C)=O.[N-]=[N+]=[N-].N[C@H:57]([C:61]([NH:63][C@H:64]([C:69]([NH:71][C@H:72]([C:77]([NH:79][C@H:80]([C:86]([NH:88][C@H:89]([C:95]([NH:97][C@H:98]([C:101]([NH:103][C@H:104]([C:109]([NH:111][C@H:112]([C:120]([NH:122][C@H:123]([C:126]([NH:128][C@H:129]([C:145]([NH:147][C@H:148]([C:154]([OH:156])=[O:155])[CH2:149][CH2:150][C:151](=[O:153])[OH:152])=[O:146])[CH2:130][CH2:131][CH2:132][CH2:133][NH:134][S:135]([C:138]1[CH:144]=[CH:143][C:141]([CH3:142])=[CH:140][CH:139]=1)(=[O:137])=[O:136])=[O:127])[CH2:124][OH:125])=[O:121])[CH2:113][CH2:114][CH2:115][NH:116][C:117](=[NH:119])[NH2:118])=[O:110])[CH2:105][CH:106]([CH3:108])[CH3:107])=[O:102])[CH2:99][OH:100])=[O:96])[CH2:90][CH2:91][C:92](=[O:94])[OH:93])=[O:87])[CH2:81][CH2:82][C:83](=[O:85])[NH2:84])=[O:78])[CH2:73][CH:74]([CH3:76])[CH3:75])=[O:70])[CH2:65][C:66](=[O:68])[NH2:67])=[O:62])[C@@H:58]([CH3:60])[OH:59]>CN(C)C=O.NN.C(N(CC)CC)C.O1CCOCC1>[NH:1]([C:35]([O:37][CH2:38][C:39]1[CH:44]=[CH:43][CH:42]=[CH:41][CH:40]=1)=[O:36])[C@H:2]([C:11]([NH:13][C@H:14]([C:17]([NH:19][C@H:20]([C:25]([NH:27][C@H:28]([C:31]([NH:33][C@H:57]([C:61]([NH:63][C@H:64]([C:69]([NH:71][C@H:72]([C:77]([NH:79][C@H:80]([C:86]([NH:88][C@H:89]([C:95]([NH:97][C@H:98]([C:101]([NH:103][C@H:104]([C:109]([NH:111][C@H:112]([C:120]([NH:122][C@H:123]([C:126]([NH:128][C@H:129]([C:145]([NH:147][C@H:148]([C:154]([OH:156])=[O:155])[CH2:149][CH2:150][C:151](=[O:152])[OH:153])=[O:146])[CH2:130][CH2:131][CH2:132][CH2:133][NH:134][S:135]([C:138]1[CH:144]=[CH:143][C:141]([CH3:142])=[CH:140][CH:139]=1)(=[O:137])=[O:136])=[O:127])[CH2:124][OH:125])=[O:121])[CH2:113][CH2:114][CH2:115][NH:116][C:117](=[NH:118])[NH2:119])=[O:110])[CH2:105][CH:106]([CH3:107])[CH3:108])=[O:102])[CH2:99][OH:100])=[O:96])[CH2:90][CH2:91][C:92](=[O:93])[OH:94])=[O:87])[CH2:81][CH2:82][C:83](=[O:85])[NH2:84])=[O:78])[CH2:73][CH:74]([CH3:76])[CH3:75])=[O:70])[CH2:65][C:66](=[O:68])[NH2:67])=[O:62])[C@@H:58]([CH3:60])[OH:59])=[O:32])[CH2:29][OH:30])=[O:26])[CH2:21][CH:22]([CH3:24])[CH3:23])=[O:18])[CH2:15][OH:16])=[O:12])[CH2:3][C:4]1[CH:9]=[CH:8][C:7]([OH:10])=[CH:6][CH:5]=1. Procedure details: 42.3 Milligrams of Z-Tyr-Ser-Leu-Ser-NHNH2 was dissolved in 4 ml of dimethylformamide, further 0.34 ml of 10-hold diluted-dimethylformamide solution of 6 NOhydrochloric acid/dioxane was added thereto, and the mixture was cooled to -15° C., then 0.091 ml of 10-hold diluted-dimethylformamide solution of isoamyl nitrite was added with stirring. After the reaction mixture shows a negative reaction in hydrazine-test, 0.29 ml of 10-hold diluted-dimethylformamide solution of triethylamine was added dro... The reactants are NC1=C(N=C(S1)C1=C(C=CC=C1F)F)C(=O)NC=1C=NSC1OC1CCN(CC1)C(=O)OC(C)(C)C (tert-butyl 4-(4-(5-amino-2-(2,6-difluorophenyl)thiazole-4-carboxamido)isothiazol-5-yloxy)piperidine-1-carboxylate), FC(C(=O)O)(F)F (TFA). Run in C(Cl)Cl (CH2Cl2). Reaction conditions: time 10 minute. The product is NC1=C(N=C(S1)C1=C(C=CC=C1F)F)C(=O)NC=1C=NSC1OC1CCNCC1 (5-amino-2-(2,6-difluorophenyl)-N-(5-(piperidin-4-yloxy)isothiazol-4-yl)thiazole-4-carboxamide). Isolated yield 55.0%. RXN SMILES: [NH2:1][C:2]1[S:6][C:5]([C:7]2[C:12]([F:13])=[CH:11][CH:10]=[CH:9][C:8]=2[F:14])=[N:4][C:3]=1[C:15]([NH:17][C:18]1[CH:19]=[N:20][S:21][C:22]=1[O:23][CH:24]1[CH2:29][CH2:28][N:27](C(OC(C)(C)C)=O)[CH2:26][CH2:25]1)=[O:16].FC(F)(F)C(O)=O>C(Cl)Cl>[NH2:1][C:2]1[S:6][C:5]([C:7]2[C:12]([F:13])=[CH:11][CH:10]=[CH:9][C:8]=2[F:14])=[N:4][C:3]=1[C:15]([NH:17][C:18]1[CH:19]=[N:20][S:21][C:22]=1[O:23][CH:24]1[CH2:25][CH2:26][NH:27][CH2:28][CH2:29]1)=[O:16]. Procedure: To a solution of tert-butyl 4-(4-(5-amino-2-(2,6-difluorophenyl)thiazole-4-carboxamido)isothiazol-5-yloxy)piperidine-1-carboxylate (1A) (10 mg, 0.02 mmol) in CH2Cl2 (1 mL) at room temperature (25° C.) was added TFA (trifluoroacetic acid) (0.5 mL), stirred for 10 min and then concentrated in vacuo at room temperature (25° C.) to afford the product 5-amino-2-(2,6-difluorophenyl)-N-(5-(piperidin-4-yloxy)isothiazol-4-yl)thiazole-4-carboxamide (1) (5 mg, 0.011 mmol) Starting materials: C1(=CC=CC=C1)CCCOC1=CC=C(C=C1)C(C)=O (4'-(3-phenylpropoxy)acetophenone), C[Si](C)(C)[N-][Si](C)(C)C.[Li+] (lithium bis(trimethylsilyl)amide), Cl[Si](C)(C)C (chlorotrimethylsilane), diethyl ester, C1(=CC=CC=C1)CCSC(C(=O)O)C(=O)O ([(2-phenylethyl)thio]propanedioic acid). Run in C1CCOC1 (THF). The product is OC1=C(C(OC(=C1)C1=CC=C(C=C1)OCCCC1=CC=CC=C1)=O)SCCC1=CC=CC=C1 (4-Hydroxy-3-[(2-phenylethyl)thio]-6-[4-(3-phenylpropoxy)phenyl]-2H-pyran-2-one). Reaction SMILES: [C:1]1([CH2:7][CH2:8][CH2:9][O:10][C:11]2[CH:16]=[CH:15][C:14]([C:17](=[O:19])[CH3:18])=[CH:13][CH:12]=2)[CH:6]=[CH:5][CH:4]=[CH:3][CH:2]=1.C[Si]([N-][Si](C)(C)C)(C)C.[Li+].Cl[Si](C)(C)C.[C:35]1([CH2:41][CH2:42][S:43][CH:44]([C:48](O)=[O:49])[C:45](O)=[O:46])[CH:40]=[CH:39][CH:38]=[CH:37][CH:36]=1>C1COCC1>[OH:49][C:48]1[CH:18]=[C:17]([C:14]2[CH:13]=[CH:12][C:11]([O:10][CH2:9][CH2:8][CH2:7][C:1]3[CH:2]=[CH:3][CH:4]=[CH:5][CH:6]=3)=[CH:16][CH:15]=2)[O:19][C:45](=[O:46])[C:44]=1[S:43][CH2:42][CH2:41][C:35]1[CH:36]=[CH:37][CH:38]=[CH:39][CH:40]=1 |f:1.2|. Procedure details: The title compound was prepared by Method A using 4'-(3-phenylpropoxy)acetophenone (1.28 g, 5.06 mmol), lithium bis(trimethylsilyl)amide (0.930 g, 5.56 mmol), chlorotrimethylsilane (0.705 mL, 5.56 mmol), THF (57 mL), and diethyl ester of [(2-phenylethyl)thio]propanedioic acid (1.00 g, 3.37 mmol). m.p. 139-142° C.; 1H NMR (400 MHz, DMSO-d6) δ2.04 (m, 2 H), 2.84 (m, 4 H), 2.98 (t, 2 H), 4.40 (t, 2 H), 6.68 (s, 1 H), 7.18 (m, 12 H), 7.75 (d, 2 H), 11.86 (bs, 1 H).